This data is from the Open Reaction Database (ORD), a public repository of structured organic reaction records. The task is: describe an organic reaction: reactants, conditions, products, and yield The reactants are CCOP(=O)(CC#N)OCC, [Cl-], [H-], [NH4+], [Na+], C1CCOC1, O=C1CCc2ccc3nc(CCCCc4ccccc4)oc3c21. Product: N#CC=C1CCc2ccc3nc(CCCCc4ccccc4)oc3c21. Reaction SMILES: [C:3](#[N:4])[CH2:5][P:6](=[O:7])([O:8][CH2:9][CH3:10])[O:11][CH2:12][CH3:13].[Cl-:37].[H-:1].[NH4+:38].[Na+:2].[O:39]1[CH2:40][CH2:41][CH2:42][CH2:43]1.[c:14]1([CH2:20][CH2:21][CH2:22][CH2:23][c:24]2[o:25][c:26]3[c:27]([n:28]2)[cH:29][cH:30][c:31]2[c:35]3[C:34](=[O:36])[CH2:33][CH2:32]2)[cH:15][cH:16][cH:17][cH:18][cH:19]1>>[C:3](#[N:4])[CH:5]=[C:34]1[CH2:33][CH2:32][c:31]2[cH:30][cH:29][c:27]3[c:26]([o:25][c:24]([CH2:23][CH2:22][CH2:21][CH2:20][c:14]4[cH:15][cH:16][cH:17][cH:18][cH:19]4)[n:28]3)[c:35]21. Starting materials: O=C(Cl)c1ccc(Cl)cc1, O=C1CNN(Cc2ccc(Cl)cc2)C(=O)N1, c1ccccc1. Product: O=C1CN(C(=O)c2ccc(Cl)cc2)N(Cc2ccc(Cl)cc2)C(=O)N1. Reaction SMILES: [Cl:17][c:18]1[cH:19][cH:20][c:21]([C:22](=[O:23])[Cl:24])[cH:25][cH:26]1.[Cl:1][c:2]1[cH:3][cH:4][c:5]([CH2:6][N:7]2[NH:8][CH2:9][C:10](=[O:14])[NH:11][C:12]2=[O:13])[cH:15][cH:16]1.[cH:27]1[cH:28][cH:29][cH:30][cH:31][cH:32]1>>[Cl:1][c:2]1[cH:3][cH:4][c:5]([CH2:6][N:7]2[N:8]([C:22]([c:21]3[cH:20][cH:19][c:18]([Cl:17])[cH:26][cH:25]3)=[O:23])[CH2:9][C:10](=[O:14])[NH:11][C:12]2=[O:13])[cH:15][cH:16]1. Starting materials: COC(C1=CC=CC=C1)C(=O)O (DL-α-methoxyphenylacetic acid), C(C1=CC=CC=C1)C1=NC2=C(N1C(C(=O)NC1CCCCC1)C1CCCCC1)C=C(C(=C2)F)Cl (2-(2-Benzyl-6-chloro-5-fluoro-benzoimidazol-1-yl)-2,N-dicyclohexyl-acetamide), ClC=1C=C(C=CC1)CC(=O)O ((3-chloro-phenyl)-acetic acid), C1(CCCC1)[N+]#[C-] (cyclopentyl isocyanide), C1(CCCCC1)C=O (cyclohexanecarbaldehyde), C1=CC2=C(C=C1C=O)OCO2 (piperonal), C1(CCCCC1)[N+]#[C-] (cyclohexyl isocyanide). Yields the product ClC=1C(=CC2=C(OCO2)C1)C(C(=O)NC1CCCC1)N1C(=NC2=C1C=C(C(=C2)F)Cl)C(C2=CC=CC=C2)OC (2-(6-Chloro-benzo[1,3]dioxol-5-yl)-2-[6-chloro-5-fluoro-2-(methoxy-phenyl-methyl)-benzoimidazol-1-yl]-N-cyclopentyl-acetamide). RXN SMILES: [CH2:1]([C:8]1[N:12]([CH:13]([CH:23]2[CH2:28][CH2:27][CH2:26][CH2:25][CH2:24]2)[C:14]([NH:16][CH:17]2[CH2:22]C[CH2:20][CH2:19][CH2:18]2)=[O:15])[C:11]2[CH:29]=[C:30]([Cl:34])[C:31]([F:33])=[CH:32][C:10]=2[N:9]=1)[C:2]1[CH:7]=[CH:6][CH:5]=[CH:4][CH:3]=1.C1([CH:41]=[O:42])CCCCC1.C1C(C=O)=CC2[O:51][CH2:52][O:53]C=2C=1.[Cl:54]C1C=C(CC(O)=O)C=CC=1.COC(C(O)=O)C1C=CC=CC=1.C1([N+]#[C-])CCCCC1.C1([N+]#[C-])CCCC1>>[Cl:54][C:28]1[C:23]([CH:13]([N:12]2[C:11]3[CH:29]=[C:30]([Cl:34])[C:31]([F:33])=[CH:32][C:10]=3[N:9]=[C:8]2[CH:1]([O:42][CH3:41])[C:2]2[CH:3]=[CH:4][CH:5]=[CH:6][CH:7]=2)[C:14]([NH:16][CH:17]2[CH2:18][CH2:19][CH2:20][CH2:22]2)=[O:15])=[CH:24][C:25]2[O:53][CH2:52][O:51][C:26]=2[CH:27]=1. Reported procedure: The title compound was prepared in analogy to Example 1, replacing (2-amino-4,5-difluoro-phenyl)-carbamic acid tert-butyl ester with (2-amino-4-chloro-5-fluoro-phenyl)-carbamic acid tert-butyl ester (([CAS RN 579474-50-3]), Example 47), cyclohexanecarbaldehyde with piperonal ([CAS RN 120-57-0]), (3-chloro-phenyl)-acetic acid with DL-α-methoxyphenylacetic acid ([CAS RN 7021-09-2]) and cyclohexyl isocyanide with cyclopentyl isocyanide ([CAS RN 68498-54-4]). MS (ISP): 570.2 [M+H]+. Reactants: CC(C)(C)OC(=O)c1ccc(C(=O)OC(C)(C)C)cc1, CC(C)(C)O, [K+], [OH-], O. Yields the product CC(C)(C)OC(=O)c1ccc(C(=O)O)cc1. As a reaction SMILES: [C:1]([CH3:2])([CH3:3])([CH3:4])[O:5][C:6]([c:7]1[cH:8][cH:9][c:10]([C:11](=[O:12])[O:13][C:14]([CH3:15])([CH3:16])[CH3:17])[cH:18][cH:19]1)=[O:20].[CH3:24][C:25]([OH:26])([CH3:27])[CH3:28].[K+:22].[OH-:21].[OH2:23]>>[C:1]([CH3:2])([CH3:3])([CH3:4])[O:5][C:6]([c:7]1[cH:8][cH:9][c:10]([C:11](=[O:12])[OH:13])[cH:18][cH:19]1)=[O:20]. Starting materials: O=C(Cl)CCCCl, Nc1ccccc1, C1CCOC1. The product is O=C(CCCCl)Nc1ccccc1. RXN SMILES: [Cl:8][CH2:9][CH2:10][CH2:11][C:12](=[O:13])[Cl:14].[NH2:1][c:2]1[cH:3][cH:4][cH:5][cH:6][cH:7]1.[O:15]1[CH2:16][CH2:17][CH2:18][CH2:19]1>>[NH:1]([c:2]1[cH:3][cH:4][cH:5][cH:6][cH:7]1)[C:12]([CH2:11][CH2:10][CH2:9][Cl:8])=[O:13]. Reactants: COC(=O)C(Cc1ccc(OC(C)C)cc1)NC(=O)OC(C)(C)C, ClCCl, O=C(O)C(F)(F)F. Yields the product COC(=O)C(N)Cc1ccc(OC(C)C)cc1. RXN SMILES: [C:8]([O:9][C:10](=[O:11])[NH:15][CH:16]([C:17](=[O:18])[O:19][CH3:20])[CH2:21][c:22]1[cH:23][cH:24][c:25]([O:28][CH:29]([CH3:30])[CH3:31])[cH:26][cH:27]1)([CH3:12])([CH3:13])[CH3:14].[CH2:32]([Cl:33])[Cl:34].[OH:1][C:2]([C:3]([F:4])([F:5])[F:6])=[O:7]>>[NH2:15][CH:16]([C:17](=[O:18])[O:19][CH3:20])[CH2:21][c:22]1[cH:23][cH:24][c:25]([O:28][CH:29]([CH3:30])[CH3:31])[cH:26][cH:27]1.